The task is: describe an organic reaction: reactants, conditions, products, and yield. This data is from the Open Reaction Database (ORD), a public repository of structured organic reaction records. The reactants are C(C1=CC=CC=C1)N1[C@@]2([C@@H](CC[C@H]1[C@@H](C2)C(=O)N)OCC2=CC(=CC(=C2)C(F)(F)F)C(F)(F)F)C2=CC=CC=C2 ((1R*,2R*,5S*,6R*)-8-Benzyl-2-{[3,5-bis(trifluoromethyl)phenyl]methoxy}-1-phenyl-8-azabicyclo[3.2.1]octan-6-carboxamide), ClCC(C)=O (chloroacetone), CN(C=O)C (N,N-dimethylforamide). Run in C(C)OCC (diethyl ether). Conditions: temperature 120 celsius, time 24 hour. The product is C(C1=CC=CC=C1)N1[C@@]2([C@@H](CC[C@H]1[C@@H](C2)C=2OC=C(N2)C)OCC2=CC(=CC(=C2)C(F)(F)F)C(F)(F)F)C2=CC=CC=C2 ((1R*,2R*,5S*,6R*)-8-Benzyl-2-{[3,5-bis(trifluoromethyl)phenyl]methoxy}-6-[4-methyloxazol-2-yl]-1-phenyl-8-azabicyclo[3.2.1]octane). Yield: 12.0%. RXN SMILES: [CH2:1]([N:8]1[C@@H:13]2[C@H:14]([C:16]([NH2:18])=[O:17])[CH2:15][C@@:9]1([C:35]1[CH:40]=[CH:39][CH:38]=[CH:37][CH:36]=1)[C@H:10]([O:19][CH2:20][C:21]1[CH:26]=[C:25]([C:27]([F:30])([F:29])[F:28])[CH:24]=[C:23]([C:31]([F:34])([F:33])[F:32])[CH:22]=1)[CH2:11][CH2:12]2)[C:2]1[CH:7]=[CH:6][CH:5]=[CH:4][CH:3]=1.Cl[CH2:42][C:43](=O)[CH3:44].CN(C)C=O>C(OCC)C>[CH2:1]([N:8]1[C@@H:13]2[C@H:14]([C:16]3[O:17][CH:42]=[C:43]([CH3:44])[N:18]=3)[CH2:15][C@@:9]1([C:35]1[CH:40]=[CH:39][CH:38]=[CH:37][CH:36]=1)[C@H:10]([O:19][CH2:20][C:21]1[CH:22]=[C:23]([C:31]([F:32])([F:33])[F:34])[CH:24]=[C:25]([C:27]([F:29])([F:30])[F:28])[CH:26]=1)[CH2:11][CH2:12]2)[C:2]1[CH:7]=[CH:6][CH:5]=[CH:4][CH:3]=1. Procedure: A mixture of (1R*,2R*,5S*,6R*)-8-benzyl-2-{[3,5-bis(trifluoromethyl) phenyl]methoxy}-1-phenyl-8-azabicyclo[3.2.1]octan-6-carboxamide (Example 75; 250 mg, 0.44 mmol), chloroacetone (1 ml) and N,N-dimethylforamide (4 ml) was stirred at 120° C. for 24 hours. After cooling to room temperature the reaction mixture was diluted with diethyl ether (70 ml), washed with saturated aqueous NaHCO3, water and brine. The organic phase was dried (Na2SO4) and concentrated. The residue was purified by chromatogra... The reactants are C(C)(=O)C=1C=NC=CC1 (3-acetylpyridine), C(CC)OC(N(C)C)OCCC (N,N-dimethylformamide dipropylacetal). Run at temperature 100 celsius. Product: CN(C=CC(=O)C=1C=NC=CC1)C (3-dimethylamino-1-(3-pyridinyl)-2-propen-1-one). RXN SMILES: [C:1]([C:4]1[CH:5]=[N:6][CH:7]=[CH:8][CH:9]=1)(=[O:3])[CH3:2].C(O[CH:14](OCCC)[N:15]([CH3:17])[CH3:16])CC>>[CH3:14][N:15]([CH3:17])[CH:16]=[CH:2][C:1]([C:4]1[CH:5]=[N:6][CH:7]=[CH:8][CH:9]=1)=[O:3]. Procedure: A mixture of 25 g of 3-acetylpyridine and 35 ml of N,N-dimethylformamide dipropylacetal was heated at 100° C. for 6 hours. The mixture was concentrated in vacuo and the residue crystallized, giving 3-dimethylamino-1-(3-pyridinyl)-2-propen-1-one. Starting materials: CCCCNc1cc(C=O)cc(S(N)(=O)=O)c1Oc1ccccc1, CC(=O)[O-], CO, Cl, NO, [NH4+], O. The product is CCCCNc1cc(C=NO)cc(S(N)(=O)=O)c1Oc1ccccc1. As a reaction SMILES: [CH2:1]([CH2:2][CH2:3][CH3:4])[NH:5][c:6]1[cH:7][c:8]([CH:9]=[O:10])[cH:11][c:12]([S:21]([NH2:22])(=[O:23])=[O:24])[c:13]1[O:14][c:15]1[cH:16][cH:17][cH:18][cH:19][cH:20]1.[CH3:29][C:30](=[O:31])[O-:32].[CH3:33][OH:34].[ClH:25].[NH2:26][OH:27].[NH4+:28].[OH2:35]>>[CH2:1]([CH2:2][CH2:3][CH3:4])[NH:5][c:6]1[cH:7][c:8]([CH:9]=[N:26][OH:27])[cH:11][c:12]([S:21]([NH2:22])(=[O:23])=[O:24])[c:13]1[O:14][c:15]1[cH:16][cH:17][cH:18][cH:19][cH:20]1. The reactants are c1(ccccc1)CN, [Na+].[BH3-], C1CN(C[C@@H](C1=O)O)S(=O)(=O)C. Reagents/catalysts: c1ccc(cc1)-c2c3ccccc3cc4ccccc24 (9-Phenylanthracene). Conditions: temperature 25 celsius, time 18 hour. Yields the product CS(=O)(=O)N1CC[C@@H](N)[C@H](O)C1. As a reaction SMILES: [BH4-].[Na+].[NH2:1]Cc1ccccc1.[CH3:2][S:3]([N:6]1[CH2:12][C@H:10]([OH:11])[C:9](=O)[CH2:8][CH2:7]1)(=[O:5])=[O:4]>>[CH3:2][S:3]([N:6]1[CH2:12][C@@H:10]([OH:11])[C@H:9]([NH2:1])[CH2:8][CH2:7]1)(=[O:5])=[O:4].